This data is from the Open Reaction Database (ORD), a public repository of structured organic reaction records. The task is: describe an organic reaction: reactants, conditions, products, and yield Product: C(C)(C)C1CC(C(C(C1)=O)C(NS(=O)(=O)C1=CC=C(C=C1)C)=O)=O (5-ISOPROPYL-2-(N-p-TOLUENESULFONYLCARBAMOYL)-1,3-CYCLOHEXANEDIONE). Procedure: Reaction of 5-isopropyl-1,3-cyclohexanedione with p-toluenesulfonylisocyanate in benzene according to the procedure of Example 1 affords 5-ISOPROPYL-2-(N-p-TOLUENESULFONYLCARBAMOYL)-1,3-CYCLOHEXANEDIONE, m.p. 106.5°-107.5° C. (corr.). Reaction SMILES: [CH:1]([CH:4]1[CH2:9][C:8](=[O:10])[CH2:7][C:6](=[O:11])[CH2:5]1)([CH3:3])[CH3:2].[C:12]1([CH3:24])[CH:17]=[CH:16][C:15]([S:18]([N:21]=[C:22]=[O:23])(=[O:20])=[O:19])=[CH:14][CH:13]=1>C1C=CC=CC=1>[CH:1]([CH:4]1[CH2:5][C:6](=[O:11])[CH:7]([C:22](=[O:23])[NH:21][S:18]([C:15]2[CH:16]=[CH:17][C:12]([CH3:24])=[CH:13][CH:14]=2)(=[O:19])=[O:20])[C:8](=[O:10])[CH2:9]1)([CH3:3])[CH3:2]. The solvent is C1=CC=CC=C1 (benzene). Starting materials: C(C)(C)C1CC(CC(C1)=O)=O (5-isopropyl-1,3-cyclohexanedione), C1(=CC=C(C=C1)S(=O)(=O)N=C=O)C (p-toluenesulfonylisocyanate). Reactants: O=C1NC(=O)c2ccccc21, CC(C)OC(C)C, O=C(CCl)c1ccccc1, ClCCl, [K], [Na+], CN(C)C=O, [OH-]. Product: O=C(CN1C(=O)c2ccccc2C1=O)c1ccccc1. Reaction SMILES: [C:11]1(=[O:21])[c:12]2[c:13]([cH:17][cH:18][cH:19][cH:20]2)[C:14](=[O:16])[NH:15]1.[CH:33]([O:34][CH:35]([CH3:36])[CH3:37])([CH3:38])[CH3:39].[Cl:1][CH2:2][C:3](=[O:4])[c:5]1[cH:6][cH:7][cH:8][cH:9][cH:10]1.[Cl:30][CH2:31][Cl:32].[K:22].[Na+:24].[O:25]=[CH:26][N:27]([CH3:28])[CH3:29].[OH-:23]>>[CH2:2]([C:3](=[O:4])[c:5]1[cH:6][cH:7][cH:8][cH:9][cH:10]1)[N:15]1[C:11](=[O:21])[c:12]2[c:13]([cH:17][cH:18][cH:19][cH:20]2)[C:14]1=[O:16]. Reactants: ClC1=NC=C2N(C(CCN(C2=N1)C(C)C)=O)C (10-Chloro-6-methyl-2-propan-2-yl-2,6,9,11-tetrazabicyclo[5.4.0]undeca-7,9,11-trien-5-one), ClC1=NC=C2N(C(CCN(C2=N1)C(C)C)=O)C (10-Chloro-6-methyl-2-propan-2-yl-2,6,9,11-tetrazabicyclo[5.4.0]undeca-7,9,11-trien-5-one), NC1=C(C=C(C(=O)O)C=C1)OCC (4-amino-3-ethoxybenzoic acid), NC1=C(C=C(C(=O)O)C=C1)OCC (4-amino-3-ethoxybenzoic acid), O.C1(=CC=C(C=C1)S(=O)(=O)O)C (4-toluenesulphonic acid mono hydrate). The solvent is CC(CC(C)O)C (4-methyl-2-pentanol). The product is C(C)OC=1C=C(C(=O)O)C=CC1NC1=NC=C2N(C(CCN(C2=N1)C(C)C)=O)C (3-ethoxy-4-[(6-methyl-5-oxo-2-propan-2-yl-2,6,9,11-tetrazabicyclo[5.4.0]undeca-7,9,11-trien-10-yl)amino]benzoic acid). Isolated yield 13.8%. As a reaction SMILES: Cl[C:2]1[N:12]=[C:11]2[C:5]([N:6]([CH3:17])[C:7](=[O:16])[CH2:8][CH2:9][N:10]2[CH:13]([CH3:15])[CH3:14])=[CH:4][N:3]=1.[NH2:18][C:19]1[CH:27]=[CH:26][C:22]([C:23]([OH:25])=[O:24])=[CH:21][C:20]=1[O:28][CH2:29][CH3:30].O.C1(C)C=CC(S(O)(=O)=O)=CC=1>CC(C)CC(O)C>[CH2:29]([O:28][C:20]1[CH:21]=[C:22]([CH:26]=[CH:27][C:19]=1[NH:18][C:2]1[N:12]=[C:11]2[C:5]([N:6]([CH3:17])[C:7](=[O:16])[CH2:8][CH2:9][N:10]2[CH:13]([CH3:15])[CH3:14])=[CH:4][N:3]=1)[C:23]([OH:25])=[O:24])[CH3:30] |f:2.3|. Procedure: 10-Chloro-6-methyl-2-propan-2-yl-2,6,9,11-tetrazabicyclo[5.4.0]undeca-7,9,11-trien-5-one (Intermediate 10; 625 mg, 2.45 mmol), 4-amino-3-ethoxybenzoic acid (Intermediate 164; 509 mg, 2.82 mmol) and 4-toluenesulphonic acid mono hydrate (1.17 g, 6.13 mmol) were heated at 140° C. in 4-methyl-2-pentanol (15 mL) for 1.5 hours. The mixture was cooled and filtered to yield the title compound as a white solid (135 mg, 14%). The filtrate was absorbed on to an SCX column, washed with methanol and eluted w... Starting materials: BrC=1C=CC(=C(CN(CC)C2=CC=C(N=N2)C#N)C1)OCCC (6-[N-(5-Bromo-2-propoxybenzyl)-N-ethylamino]-3-cyanopyridazine), [OH-].[Na+] (sodium hydroxide), C(C)O (ethanol). Run at temperature 70 celsius. Yields the product BrC=1C=CC(=C(CN(CC)C2=CC=C(N=N2)C(=O)O)C1)OCCC (6-(N-[5-Bromo-2-propoxybenzyl]-N-ethylamino)pyridazine-3-carboxylic acid). Isolated yield 79.0%. As a reaction SMILES: [Br:1][C:2]1[CH:3]=[CH:4][C:5]([O:20][CH2:21][CH2:22][CH3:23])=[C:6]([CH:19]=1)[CH2:7][N:8]([C:11]1[N:16]=[N:15]C(C#N)=[CH:13][CH:12]=1)[CH2:9][CH3:10].[OH-:24].[Na+].[CH2:26]([OH:28])[CH3:27]>>[Br:1][C:2]1[CH:3]=[CH:4][C:5]([O:20][CH2:21][CH2:22][CH3:23])=[C:6]([CH:19]=1)[CH2:7][N:8]([C:11]1[N:16]=[N:15][C:27]([C:26]([OH:24])=[O:28])=[CH:13][CH:12]=1)[CH2:9][CH3:10] |f:1.2|. Procedure details: 6-[N-(5-Bromo-2-propoxybenzyl)-N-ethylamino]-3-cyanopyridazine (reference example 18) (1.5 g, 4 mmol) in ethanol (100 ml) was treated with aqueous sodium hydroxide (20 ml, 2M, 40 mmol) and was heated to 70° C. for 16 hours. The solvents were evaporated at reduced pressure, the residue dissolved in water, acidified with acetic acid and extracted with ethyl acetate (×4). The combined organic phases were washed with water and brine dried over MgSO4 and concentrated in vacuo. The resulting gum was t... Reactants: CCOC(=O)c1n[nH]c2c1C(=O)CCC2, CO, [Na+], [OH-]. Product: O=C(O)c1n[nH]c2c1C(=O)CCC2. Reaction SMILES: [CH2:1]([CH3:2])[O:3][C:4](=[O:5])[c:6]1[n:7][nH:8][c:9]2[c:14]1[C:13](=[O:15])[CH2:12][CH2:11][CH2:10]2.[CH3:18][OH:19].[Na+:17].[OH-:16]>>[O:3]=[C:4]([OH:5])[c:6]1[n:7][nH:8][c:9]2[c:14]1[C:13](=[O:15])[CH2:12][CH2:11][CH2:10]2.